This data is from the Open Reaction Database (ORD), a public repository of structured organic reaction records. The task is: describe an organic reaction: reactants, conditions, products, and yield Starting materials: Cl.FC=1C=C(CN2N=CC(=C2)C2=CN(C3=NC=C(C=C32)C3=C(C=C(C=C3)N3CCNCC3)OC)S(=O)(=O)C3=CC=C(C)C=C3)C=CC1 (3-(1-(3-fluorobenzyl)-1H-pyrazol-4-yl)-5-(2-methoxy-4-(piperazin-1-yl)phenyl)-1-tosyl-1H-pyrrolo[2,3-b]pyridine hydrochloride), C[C@@H]1OC1 ((S)-2-methyloxirane), CCN(C(C)C)C(C)C (DIPEA). Solvent: C(C)O (ethanol). Product: FC=1C=C(CN2N=CC(=C2)C2=CN(C3=NC=C(C=C32)C3=C(C=C(C=C3)N3CCN(CC3)C[C@H](C)O)OC)S(=O)(=O)C3=CC=C(C)C=C3)C=CC1 ((S)-1-(4-(4-(3-(1-(3-fluorobenzyl)-1H-pyrazol-4-yl)-1-tosyl-1H-pyrrolo[2,3-b]pyridin-5-yl)-3-methoxyphenyl)piperazin-1-yl)propan-2-ol). As a reaction SMILES: Cl.[F:2][C:3]1[CH:4]=[C:5]([CH:45]=[CH:46][CH:47]=1)[CH2:6][N:7]1[CH:11]=[C:10]([C:12]2[C:20]3[C:15](=[N:16][CH:17]=[C:18]([C:21]4[CH:26]=[CH:25][C:24]([N:27]5[CH2:32][CH2:31][NH:30][CH2:29][CH2:28]5)=[CH:23][C:22]=4[O:33][CH3:34])[CH:19]=3)[N:14]([S:35]([C:38]3[CH:44]=[CH:43][C:41]([CH3:42])=[CH:40][CH:39]=3)(=[O:37])=[O:36])[CH:13]=2)[CH:9]=[N:8]1.[CH3:48][C@H:49]1[CH2:51][O:50]1.CCN(C(C)C)C(C)C>C(O)C>[F:2][C:3]1[CH:4]=[C:5]([CH:45]=[CH:46][CH:47]=1)[CH2:6][N:7]1[CH:11]=[C:10]([C:12]2[C:20]3[C:15](=[N:16][CH:17]=[C:18]([C:21]4[CH:26]=[CH:25][C:24]([N:27]5[CH2:28][CH2:29][N:30]([CH2:48][C@@H:49]([OH:50])[CH3:51])[CH2:31][CH2:32]5)=[CH:23][C:22]=4[O:33][CH3:34])[CH:19]=3)[N:14]([S:35]([C:38]3[CH:44]=[CH:43][C:41]([CH3:42])=[CH:40][CH:39]=3)(=[O:36])=[O:37])[CH:13]=2)[CH:9]=[N:8]1 |f:0.1|. Procedure: Using similar reaction conditions as described in step-i of example-82A, 3-(1-(3-fluorobenzyl)-1H-pyrazol-4-yl)-5-(2-methoxy-4-(piperazin-1-yl)phenyl)-1-tosyl-1H-pyrrolo[2,3-b]pyridine hydrochloride (180 mg. 0.267 mmol) was alkylated using (S)-2-methyloxirane (47 mg, 0.802 mmol), DIPEA (207 mg, 1.604 mmol) and ethanol (5 mL) to get 120 mg (crude) of the titled compound. MS: m/z=695.2 (M+1).